Dataset: the Open Reaction Database (ORD), a public repository of structured organic reaction records. Task: describe an organic reaction: reactants, conditions, products, and yield Starting materials: COCCOCO[C@H]1C[C@H]2[C@H](C[C@H]3[C@@H]4CC[C@H]([C@@H](CCC=O)C)[C@]4(CC[C@@H]3[C@]2(CC1)C)C)OCOCCOC (3α,6α-bis(β-methoxyethoxymethoxy)-5β-cholan-24-al), O1CCCC1 (tetrahydrofuran). The product is COCCOCO[C@H]1C[C@H]2[C@H](C[C@H]3[C@@H]4CC[C@H]([C@@H](C=CC=C(C)C)C)[C@]4(CC[C@@H]3[C@]2(CC1)C)C)OCOCCOC (3α,6α-bis(β-methoxyethoxymethoxy)-5β-cholesten-24-en). As a reaction SMILES: [CH3:1][O:2][CH2:3][CH2:4][O:5][CH2:6][O:7][C@@H:8]1[CH2:30][CH2:29][C@@:28]2([CH3:31])[C@H:10]([C@@H:11]([O:33][CH2:34][O:35][CH2:36][CH2:37][O:38][CH3:39])[CH2:12][C@@H:13]3[C@@H:27]2[CH2:26][CH2:25][C@@:24]2([CH3:32])[C@H:14]3[CH2:15][CH2:16][C@@H:17]2[C@H:18]([CH3:23])[CH2:19][CH2:20][CH:21]=O)[CH2:9]1.O1C[CH2:43][CH2:42][CH2:41]1>>[CH3:1][O:2][CH2:3][CH2:4][O:5][CH2:6][O:7][C@@H:8]1[CH2:30][CH2:29][C@@:28]2([CH3:31])[C@H:10]([C@@H:11]([O:33][CH2:34][O:35][CH2:36][CH2:37][O:38][CH3:39])[CH2:12][C@@H:13]3[C@@H:27]2[CH2:26][CH2:25][C@@:24]2([CH3:32])[C@H:14]3[CH2:15][CH2:16][C@@H:17]2[C@H:18]([CH3:23])[CH:19]=[CH:20][CH:21]=[C:42]([CH3:43])[CH3:41])[CH2:9]1. Procedure: 1.4 g of 3α,6α-bis(β-methoxyethoxymethoxy)-5β-cholan-24-al (prepared as described in my U.S. patent application Ser. No. 236,160) was dissolved in 5 ml of tetrahydrofuran, and this solution was added dropwise to the deep red ylid solution (as described in Example I), and the chain extension reaction carried out in the same manner as in Example I. The residue remaining after evaporation of petroleum ether was the 3α,6α-bis(β-methoxyethoxymethoxy)-5β-cholest-24-ene. Product: CN(C)CC1=C(C2=C(N(C(=N2)C)S(=O)(=O)C2=CC=C(C=C2)C)C=C1C(=O)N(C)C)O (5-[(Dimethylamino)methyl]-4-hydroxy-N,N,2-trimethyl-1-[(4-methylphenyl)sulfonyl]-1H-benzimidazole-6-carboxamide). Solvent: ClCCl (dichloromethane). RXN SMILES: [OH:1][C:2]1[C:10]2[N:9]=[C:8]([CH3:11])[N:7]([S:12]([C:15]3[CH:20]=[CH:19][C:18]([CH3:21])=[CH:17][CH:16]=3)(=[O:14])=[O:13])[C:6]=2[CH:5]=[C:4]([C:22]([N:24]([CH3:26])[CH3:25])=[O:23])[CH:3]=1>ClCCl>[CH3:22][N:24]([CH2:26][C:3]1[C:4]([C:22]([N:24]([CH3:26])[CH3:25])=[O:23])=[CH:5][C:6]2[N:7]([S:12]([C:15]3[CH:16]=[CH:17][C:18]([CH3:21])=[CH:19][CH:20]=3)(=[O:14])=[O:13])[C:8]([CH3:11])=[N:9][C:10]=2[C:2]=1[OH:1])[CH3:25]. Reactants: OC1=CC(=CC=2N(C(=NC21)C)S(=O)(=O)C2=CC=C(C=C2)C)C(=O)N(C)C (4-Hydroxy-N,N,2-trimethyl-1-[(4-methylphenyl)sulfonyl]-1H-benzimidazole-6-carboxamide), N,N-dimethylmethyleneiminium iodide. Procedure: To a solution of 4-hydroxy-N,N,2-trimethyl-1-[(4-methylphenyl)sulfonyl]-1H-benzimidazole-6-carboxamide (1.00 g, 2.68 mmol, Step 4) in dichloromethane (50 mL) was added N,N-dimethylmethyleneiminium iodide (545 mg, 2.95 mmol) at room temperature and the mixture was stirred at 40° C. for 15 hours. The reaction was quenched by saturated sodium hydrogencarbonate aqueous solution. The mixture was extracted with dichloromethane. The organic layer was dried over sodium sulfate and concentrated in vacuo ... Run at temperature 40 celsius, time 15 hour.